The task is: describe an organic reaction: reactants, conditions, products, and yield. This data is from the Open Reaction Database (ORD), a public repository of structured organic reaction records. Reaction SMILES: [CH3:1][C:2]1([CH3:22])[CH2:3][N:4]([C:16]([CH2:17][N:18]([CH3:19])[CH3:20])=[O:21])[c:5]2[cH:6][c:7]([N+:13]([O-:14])=[O:15])[c:8]([O:11][CH3:12])[cH:9][c:10]21.[Cl-:26].[Cl-:28].[Cl-:29].[Fe+3:27].[NH2:24][NH2:25].[OH2:23]>>[CH3:1][C:2]1([CH3:22])[CH2:3][N:4]([C:16]([CH2:17][N:18]([CH3:19])[CH3:20])=[O:21])[c:5]2[cH:6][c:7]([NH2:13])[c:8]([O:11][CH3:12])[cH:9][c:10]21. Reactants: COc1cc2c(cc1[N+](=O)[O-])N(C(=O)CN(C)C)CC2(C)C, [Cl-], [Cl-], [Cl-], [Fe+3], NN, O. The product is COc1cc2c(cc1N)N(C(=O)CN(C)C)CC2(C)C. Reactants: C1CCCC1 (cyclopentane), C1CCCC1 (cyclopentane), ON1C(C=2C(C1=O)=CC=CC2)=O (N-hydroxyphthalimide), stainless steel, O=O (oxygen). Procedure: In a 350-ml autoclave made of stainless steel SUS 316 and equipped with a stirrer were placed 80 g (1.14 mol) of cyclopentane, 100 mg of N-hydroxyphthalimide, and 1.9 g of water (these formed a slurry at room temperature (25° C.)). The autoclave was hermetically sealed, pressurized to 3 MPa (gauge pressure) with a gaseous mixture of 50 percent by volume oxygen and 50 percent by volume nitrogen, and the mixture therein was stirred at 150° C. for 1 hour. As a result, 8.2 mmol of cyclopentane react... Conditions: temperature 150 celsius, time 1 hour. Run in O (water). Reaction SMILES: [CH2:1]1[CH2:5][CH2:4][CH2:3][CH2:2]1.ON1[C:11](=[O:12])[C:10]2=[CH:13][CH:14]=[CH:15]C=C2C1=O.[O:18]=[O:19]>O>[C:11]1(=[O:12])[CH2:10][CH2:13][CH2:14][CH2:15]1.[CH:11]1([OH:12])[CH2:10][CH2:13][CH2:14][CH2:15]1.[CH:1]1([O:18][OH:19])[CH2:5][CH2:4][CH2:3][CH2:2]1. Product: C1(CCCC1)=O (cyclopentanone), C1(CCCC1)O (cyclopentanol), C1(CCCC1)OO (cyclopentyl hydroperoxide). Run at time 5 day. Reaction SMILES: [F:1][C:2]1[CH:7]=[CH:6][CH:5]=[CH:4][C:3]=1[N:8]1[C:12](=[O:13])[C:11](O)=[C:10]([C:15]([O:17][C:18]([CH3:21])([CH3:20])[CH3:19])=[O:16])[CH2:9]1.Cl.[NH2:23][OH:24]>N1C=CC=CC=1>[F:1][C:2]1[CH:7]=[CH:6][CH:5]=[CH:4][C:3]=1[N:8]1[C:12](=[O:13])[C:11](=[N:23][OH:24])[CH:10]([C:15]([O:17][C:18]([CH3:21])([CH3:20])[CH3:19])=[O:16])[CH2:9]1 |f:1.2|. Product: FC1=C(C=CC=C1)N1CC(C(C1=O)=NO)C(=O)OC(C)(C)C (1,1-Dimethylethyl 1-(2-fluorophenyl)-4-(hydroxyimino)-5-oxo-3-pyrrolidinecarboxylate). Procedure details: To a solution of the title compound of Example H (3.16 g, 10.8 mmol) in pyridine (50 ml) was added hydroxylamine hydrochloride (3.73 g, 54. mmol) and the reaction was stirred for 5 days(d) at room temperature. After the reaction was concentrated in vacuo, HO was added and the mixture was extracted with CH2Cl2. Drying of the organic phase (MgSO4) and concentration gave a solid which was chromatographed on silica gel eluting with 2% EtOH/CH2Cl2 to give the title compound (1.91 g, 57%). Anal calcd ... Yield: 57.4%. Reactants: FC1=C(C=CC=C1)N1CC(=C(C1=O)O)C(=O)OC(C)(C)C (1,1-Dimethylethyl 1-(2-fluorophenyl)-2,5-dihydro-4-hydroxy-5-oxo-1H-pyrrole-3-carboxylate), Cl.NO (hydroxylamine hydrochloride). The solvent is N1=CC=CC=C1 (pyridine). The reactants are Sc1ccc(Br)cc1, O=C([O-])[O-], CS(C)=O, CC1(C)OC(=O)Nc2ccc(OCCCCCl)cc21, [K+], [K+], O. Yields the product CC1(C)OC(=O)Nc2ccc(OCCCCSc3ccc(Br)cc3)cc21. RXN SMILES: [Br:1][c:2]1[cH:3][cH:4][c:5]([SH:8])[cH:6][cH:7]1.[C:9](=[O:10])([O-:11])[O-:12].[CH3:15][S:16]([CH3:17])=[O:18].[Cl:19][CH2:20][CH2:21][CH2:22][CH2:23][O:24][c:25]1[cH:26][cH:27][c:28]2[c:29]([cH:37]1)[C:30]([CH3:35])([CH3:36])[O:31][C:32](=[O:34])[NH:33]2.[K+:13].[K+:14].[OH2:38]>>[Br:1][c:2]1[cH:3][cH:4][c:5]([S:8][CH2:20][CH2:21][CH2:22][CH2:23][O:24][c:25]2[cH:26][cH:27][c:28]3[c:29]([cH:37]2)[C:30]([CH3:35])([CH3:36])[O:31][C:32](=[O:34])[NH:33]3)[cH:6][cH:7]1. The reactants are Cl.C(=O)C=1C=C(C(=N)N)C=CC1 (3-formylbenzamidine hydrochloride), NNC(=S)N (thiosemicarbazide). The solvent is O (water), CO (methanol), O (water), Cl (hydrochloric acid). Product: Cl.C(C=1C=C(C(=N)N)C=CC1)=NNC(=S)N (3-formylbenzamidine-thiosemicarbazone hydrochloride). RXN SMILES: [ClH:1].[CH:2]([C:4]1[CH:5]=[C:6]([CH:10]=[CH:11][CH:12]=1)[C:7]([NH2:9])=[NH:8])=O.[NH2:13][NH:14][C:15]([NH2:17])=[S:16]>CO.O.Cl>[ClH:1].[CH:2](=[N:13][NH:14][C:15]([NH2:17])=[S:16])[C:4]1[CH:5]=[C:6]([CH:10]=[CH:11][CH:12]=1)[C:7]([NH2:9])=[NH:8] |f:0.1,6.7|. Procedure: A solution of 1.84 g (~0.01 mol) of crude 3-formylbenzamidine hydrochloride (prepared analogously to Example 1b) in 10 ml of methanol is added dropwise to a solution of 0.91 g (0.01 mol) of thiosemicarbazide in 5 ml of water and 10 ml of 2N hydrochloric acid. This mixture is heated under reflux for 1 hour, cooled, filtered and concentrated to dryness by evaporation. The residue is recrystallised from methanol; m.p. 210° (with decomposition). The product contains 0.5 mol of water. Reactants: COC(=O)c1cc(Oc2cnc(C(=O)N(C)C)cn2)cc(OC(C)CO)c1, CC#N, [Cu]I, O=C(O)C(F)(F)S(=O)(=O)F. The product is COC(=O)c1cc(Oc2cnc(C(=O)N(C)C)cn2)cc(OC(C)COC(F)F)c1. RXN SMILES: [CH3:11][N:12]([C:13](=[O:14])[c:15]1[n:16][cH:17][c:18]([O:21][c:22]2[cH:23][c:24]([C:25](=[O:26])[O:27][CH3:28])[cH:29][c:30]([O:32][CH:33]([CH2:34][OH:35])[CH3:36])[cH:31]2)[n:19][cH:20]1)[CH3:37].[CH3:38][C:39]#[N:40].[Cu:41][I:42].[F:1][C:2]([S:3]([F:4])(=[O:5])=[O:6])([C:7]([OH:8])=[O:9])[F:10]>>[F:1][CH:2]([F:10])[O:35][CH2:34][CH:33]([O:32][c:30]1[cH:29][c:24]([C:25](=[O:26])[O:27][CH3:28])[cH:23][c:22]([O:21][c:18]2[cH:17][n:16][c:15]([C:13]([N:12]([CH3:11])[CH3:37])=[O:14])[cH:20][n:19]2)[cH:31]1)[CH3:36]. Reactants: [OH-].[Na+] (sodium hydroxide), Cl (hydrochloric acid), C(CCC)OCCOC1=CC=C(C=C1)C=1C=CC2=C(C=C(CCN2CC=2N=NN(N2)C)C(=O)OC)C1 (methyl 7-[4-(2-butoxyethoxy)phenyl]-1-(2-methyltetrazol-5-ylmethyl)-2,3-dihydro-1-benzazepine-4-carboxylate). Run in C1CCOC1 (THF), CO (methanol). Run at time 14 hour. Yields the product C(CCC)OCCOC1=CC=C(C=C1)C=1C=CC2=C(C=C(CCN2CC=2N=NN(N2)C)C(=O)O)C1 (7-[4-(2-butoxyethoxy)phenyl]-1-(2-methyltetrazol-5-ylmethyl)-2,3-dihydro-1-benzazepine-4-carboxylic acid). The yield is 88.6%. RXN SMILES: [CH2:1]([O:5][CH2:6][CH2:7][O:8][C:9]1[CH:14]=[CH:13][C:12]([C:15]2[CH:16]=[CH:17][C:18]3[N:24]([CH2:25][C:26]4[N:27]=[N:28][N:29]([CH3:31])[N:30]=4)[CH2:23][CH2:22][C:21]([C:32]([O:34]C)=[O:33])=[CH:20][C:19]=3[CH:36]=2)=[CH:11][CH:10]=1)[CH2:2][CH2:3][CH3:4].[OH-].[Na+].Cl>C1COCC1.CO>[CH2:1]([O:5][CH2:6][CH2:7][O:8][C:9]1[CH:14]=[CH:13][C:12]([C:15]2[CH:16]=[CH:17][C:18]3[N:24]([CH2:25][C:26]4[N:27]=[N:28][N:29]([CH3:31])[N:30]=4)[CH2:23][CH2:22][C:21]([C:32]([OH:34])=[O:33])=[CH:20][C:19]=3[CH:36]=2)=[CH:11][CH:10]=1)[CH2:2][CH2:3][CH3:4] |f:1.2|. Procedure: In THF (4.3 ml)/methanol (3.2 ml) was dissolved methyl 7-[4-(2-butoxyethoxy)phenyl]-1-(2-methyltetrazol-5-ylmethyl)-2,3-dihydro-1-benzazepine-4-carboxylate (0.43 g). To the solution was added 1N sodium hydroxide solution (4.3 ml), and the mixture was stirred at room temperature for 14 hours. pH was adjusted to approximate 4 with 1N hydrochloric acid, and the solvent was concentrated to half under reduced pressure. The concentrated material was extracted with ethyl acetate, and the extract was wa...